From a dataset of the Open Reaction Database (ORD), a public repository of structured organic reaction records. describe an organic reaction: reactants, conditions, products, and yield Reactants: COC=1C=C(C=C(C1OC)OC)NC1=NC(=CN=C1)Cl (2-(3,4,5-trimethoxyphenylamino)-6-chloropyrazine), NC=1C=C(C=CC1)B(O)O (3-aminophenyl boronic acid). Yields the product COC=1C=C(C=C(C1OC)OC)NC1=NC(=CN=C1)C1=CC(=CC=C1)N (2-(3,4,5-trimethoxyphenylamino)-6-(3-aminophenyl)pyrazine). The yield is 38.6%. Reaction SMILES: [CH3:1][O:2][C:3]1[CH:4]=[C:5]([NH:13][C:14]2[CH:19]=[N:18][CH:17]=[C:16](Cl)[N:15]=2)[CH:6]=[C:7]([O:11][CH3:12])[C:8]=1[O:9][CH3:10].[NH2:21][C:22]1[CH:23]=[C:24](B(O)O)[CH:25]=[CH:26][CH:27]=1>>[CH3:1][O:2][C:3]1[CH:4]=[C:5]([NH:13][C:14]2[CH:19]=[N:18][CH:17]=[C:16]([C:26]3[CH:25]=[CH:24][CH:23]=[C:22]([NH2:21])[CH:27]=3)[N:15]=2)[CH:6]=[C:7]([O:11][CH3:12])[C:8]=1[O:9][CH3:10]. Procedure: Using Method C with 1.0 g (3.4 mmol) 2a and 635 mg (4.1 mmol) 3-aminophenyl boronic acid, 463 mg pure title compound were obtained. The filtrate was submitted to purification by preparative HPLC (eluent:AcOEt) and another fraction of 412 mg was obtained. A total of 875 mg CJS 364 (72.9%) were obtained. Reaction time: 28 hours. 1H-NMR (DMSO), δ (ppm), J (Hz): 3.64 (s, 3H, CH3O(4′)), 3.81 (s, 6H, CH3O(3′+5′)), 5.19 (s, 2H, NH2), 6.66 (d, 1H, Harom 4′, J=7.70), 7.13 (t, 1H, Harom 5′, J=7.77), 7.22 ... Starting materials: COC=1C=C(C=CC1OC1=CC=CC=C1)B1OC(C(O1)(C)C)(C)C (2-(3-methoxy-4-phenoxyphenyl)-4,4,5,5-tetramethyl-[1,3,2]dioxaborolane), B(Br)(Br)Br (boron tribromide). Solvent: C(Cl)Cl (DCM). Reaction conditions: time 2 hour. Yields the product O(C1=CC=CC=C1)C1=C(C=C(C=C1)B1OC(C(O1)(C)C)(C)C)O (2-Phenoxy-5-(4,4,5,5-tetramethyl-[1,3,2]dioxaborolan-2-yl)-phenol). RXN SMILES: C[O:2][C:3]1[CH:4]=[C:5]([B:16]2[O:20][C:19]([CH3:22])([CH3:21])[C:18]([CH3:24])([CH3:23])[O:17]2)[CH:6]=[CH:7][C:8]=1[O:9][C:10]1[CH:15]=[CH:14][CH:13]=[CH:12][CH:11]=1.B(Br)(Br)Br>C(Cl)Cl>[O:9]([C:8]1[CH:7]=[CH:6][C:5]([B:16]2[O:20][C:19]([CH3:21])([CH3:22])[C:18]([CH3:24])([CH3:23])[O:17]2)=[CH:4][C:3]=1[OH:2])[C:10]1[CH:15]=[CH:14][CH:13]=[CH:12][CH:11]=1. Procedure details: To a solution of 2-(3-methoxy-4-phenoxyphenyl)-4,4,5,5-tetramethyl-[1,3,2]dioxaborolane (50 mg, 0.0002 mol) in DCM (3 mL) was slowly added boron tribromide (0.145 mL, 0.00153 mol) at −20° C. The reaction was stirred at that temperature for 2 h. The reaction mixture was concentrated in vacuo and dried on the pump. The crude reaction mixture was used for next step without further purification. Reactants: Cc1ccc2c(c1)Oc1sc3c(c1C(=O)N2)CCCC3, CN(C)c1ccccc1, CN1CCNCC1, O=P(Cl)(Cl)Cl. Yields the product Cc1ccc2c(c1)Oc1sc3c(c1C(N1CCN(C)CC1)=N2)CCCC3. As a reaction SMILES: [CH3:1][c:2]1[cH:3][c:4]2[c:5]([cH:19][cH:20]1)[NH:6][C:7](=[O:18])[c:8]1[c:9]([s:11][c:12]3[c:13]1[CH2:14][CH2:15][CH2:16][CH2:17]3)[O:10]2.[CH3:26][N:27]([c:28]1[cH:29][cH:30][cH:31][cH:32][cH:33]1)[CH3:34].[CH3:35][N:36]1[CH2:37][CH2:38][NH:39][CH2:40][CH2:41]1.[P:21]([Cl:22])([Cl:23])([Cl:24])=[O:25]>>[CH3:1][c:2]1[cH:3][c:4]2[c:5]([cH:19][cH:20]1)[N:6]=[C:7]([N:39]1[CH2:38][CH2:37][N:36]([CH3:35])[CH2:41][CH2:40]1)[c:8]1[c:9]([s:11][c:12]3[c:13]1[CH2:14][CH2:15][CH2:16][CH2:17]3)[O:10]2. Reactants: Cl.BrC1=C(C=CC=C1)NN (2-Bromophenylhydrazine hydrochloride), OC=C1C(CCCC1)=O (2-(hydroxymethylene)cyclohexanone). Solvent: C(C)O (ethanol). The product is BrC1=C(C=CC=C1)N1N=CC=2CCCCC12 (1-(2-bromophenyl)-4,5,6,7-tetrahydro-1H-indazole). As a reaction SMILES: Cl.[Br:2][C:3]1[CH:8]=[CH:7][CH:6]=[CH:5][C:4]=1[NH:9][NH2:10].O[CH:12]=[C:13]1[CH2:18][CH2:17][CH2:16][CH2:15][C:14]1=O>C(O)C>[Br:2][C:3]1[CH:8]=[CH:7][CH:6]=[CH:5][C:4]=1[N:9]1[C:14]2[CH2:15][CH2:16][CH2:17][CH2:18][C:13]=2[CH:12]=[N:10]1 |f:0.1|. Reported procedure: 2-Bromophenylhydrazine hydrochloride (1.00 g, 4.47 mmol) was added to a solution of 2-(hydroxymethylene)cyclohexanone (0.564 g, 4.47 mmol) in ethanol (20 mL) and the resulting solution was refluxed 3 h before being concentrated. The crude material was taken up in DCM and washed with saturated ammonium chloride, 1N NaOH, saturated sodium chloride, and dried over sodium sulfate. The solution was filtered and concentrated in vacuo to give 1-(2-bromophenyl)-4,5,6,7-tetrahydro-1H-indazole. The reactants are C1CCOC1, Clc1ccc(-c2cnc3cc4cn[nH]c4cc3n2)s1, [H-], CI, [Na+], O. The product is Cn1ncc2cc3ncc(-c4ccc(Cl)s4)nc3cc21. RXN SMILES: [CH2:25]1[O:26][CH2:27][CH2:28][CH2:29]1.[Cl:3][c:4]1[cH:5][cH:6][c:7](-[c:9]2[cH:10][n:11][c:12]3[cH:13][c:14]4[c:15]([cH:16][c:17]3[n:18]2)[nH:19][n:20][cH:21]4)[s:8]1.[H-:2].[I:22][CH3:23].[Na+:1].[OH2:24]>>[Cl:3][c:4]1[cH:5][cH:6][c:7](-[c:9]2[cH:10][n:11][c:12]3[cH:13][c:14]4[c:15]([cH:16][c:17]3[n:18]2)[n:19]([CH3:23])[n:20][cH:21]4)[s:8]1.